The task is: describe an organic reaction: reactants, conditions, products, and yield. This data is from the Open Reaction Database (ORD), a public repository of structured organic reaction records. Starting materials: N([C@@H](CCCCNC(=O)OCC1=C(Cl)C=CC=C1)C(=O)O)C(=O)OC(C)(C)C (Boc-Lys(Cl-Z)-OH), C1(CCCCC1)N=C=N (cyclohexylcarbodiimide), N[C@@H](CCCNC(N[N+](=O)[O-])=N)C(=O)OCC1=CC=CC=C1 (H-Arg(NO2)OBzl), ON1N=NC2=C1C=CC=C2 (1-hydroxybenzotriazole). The solvent is C(Cl)Cl (methylene chloride), C(C)N(CC)CC (triethylamine). Run at time 4 hour. The product is N([C@@H](CCCCNC(=O)OCC1=C(Cl)C=CC=C1)C(=O)N[C@@H](CCCNC(N[N+](=O)[O-])=N)C(=O)OCC1=CC=CC=C1)C(=O)OC(C)(C)C (Boc-Lys(Cl-Z)-Arg(NO2)-OBzl). As a reaction SMILES: [NH:1]([C:22]([O:24][C:25]([CH3:28])([CH3:27])[CH3:26])=[O:23])[C@H:2]([C:19]([OH:21])=O)[CH2:3][CH2:4][CH2:5][CH2:6][NH:7][C:8]([O:10][CH2:11][C:12]1[CH:18]=[CH:17][CH:16]=[CH:15][C:13]=1[Cl:14])=[O:9].[NH2:29][C@H:30]([C:41]([O:43][CH2:44][C:45]1[CH:50]=[CH:49][CH:48]=[CH:47][CH:46]=1)=[O:42])[CH2:31][CH2:32][CH2:33][NH:34][C:35](=[NH:40])[NH:36][N+:37]([O-:39])=[O:38].ON1C2C=CC=CC=2N=N1.C1(N=C=N)CCCCC1>C(Cl)Cl.C(N(CC)CC)C>[NH:1]([C:22]([O:24][C:25]([CH3:28])([CH3:27])[CH3:26])=[O:23])[C@H:2]([C:19]([NH:29][C@H:30]([C:41]([O:43][CH2:44][C:45]1[CH:46]=[CH:47][CH:48]=[CH:49][CH:50]=1)=[O:42])[CH2:31][CH2:32][CH2:33][NH:34][C:35](=[NH:40])[NH:36][N+:37]([O-:39])=[O:38])=[O:21])[CH2:3][CH2:4][CH2:5][CH2:6][NH:7][C:8]([O:10][CH2:11][C:12]1[CH:18]=[CH:17][CH:16]=[CH:15][C:13]=1[Cl:14])=[O:9]. Reported procedure: Boc-Lys(Cl-Z)-OH (4.15 g), H-Arg(NO2)OBzl.2TsOH (6.54 g) and 1-hydroxybenzotriazole (1.35 g) were dissolved in methylene chloride (70 ml) and then triethylamine (2.02 g) was added, followed by addition of cyclohexylcarbodiimide (2.06 g) under ice-cooling. The temperature was raised to room temperature. The mixture was stirred for 4 hours and then filtered. The filtrate was concentrated and extracted with ethyl acetate. The extract was washed with water, dilute sodium hydrogen carbonate, water an... Reactants: O1CCC(CC1)C(=O)OC (Methyl tetrahydro-2-H-pyran-4-carboxylate), Cl (HCl). Solvent: O (H2O), [OH-].[Na+] (NaOH), CO (MeOH). Conditions: temperature 60 celsius. Product: O1CCC(CC1)C(=O)O (tetrahydro-pyran-4-carboxylic acid). Isolated yield 86.8%. RXN SMILES: [O:1]1[CH2:6][CH2:5][CH:4]([C:7]([O:9]C)=[O:8])[CH2:3][CH2:2]1.Cl>[OH-].[Na+].CO.O>[O:1]1[CH2:6][CH2:5][CH:4]([C:7]([OH:9])=[O:8])[CH2:3][CH2:2]1 |f:2.3|. Procedure details: Methyl tetrahydro-2-H-pyran-4-carboxylate (400 μL, 3.00 mmol) was dissolved in a 5:1 mixture of 10M NaOH and MeOH (4.0 ml: 0.8 ml). The mixture was heated to 60° C. for 3 hours. After the reaction was complete, all volatiles were removed under high vacuum to leave a residual solid. The residue was dissolved in H2O and subsequently acidified to pH˜1 using aqueous HCl. The acidic aqueous phase was extracted with DCM and dried over Na2SO4. The solvent was removed to give tetrahydro-pyran-4-carboxyl...